This data is from the Open Reaction Database (ORD), a public repository of structured organic reaction records. The task is: describe an organic reaction: reactants, conditions, products, and yield Starting materials: O=C1c2ccccc2C(=O)N1CBr, C1CCOC1, C[Si](C)(C)[N-][Si](C)(C)C, [Li+], [Na+], O=C([O-])O, COC(=O)Cc1ccsc1. The product is COC(=O)C(CN1C(=O)c2ccccc2C1=O)c1ccsc1. Reaction SMILES: [Br:21][CH2:22][N:23]1[C:24](=[O:33])[c:25]2[c:26]([cH:29][cH:30][cH:31][cH:32]2)[C:27]1=[O:28].[CH2:39]1[O:40][CH2:41][CH2:42][CH2:43]1.[CH3:12][Si:13]([N-:14][Si:15]([CH3:16])([CH3:17])[CH3:18])([CH3:19])[CH3:20].[Li+:11].[Na+:38].[O-:34][C:35]([OH:36])=[O:37].[s:1]1[cH:2][c:3]([CH2:6][C:7](=[O:8])[O:9][CH3:10])[cH:4][cH:5]1>>[s:1]1[cH:2][c:3]([CH:6]([C:7](=[O:8])[O:9][CH3:10])[CH2:22][N:23]2[C:24](=[O:33])[c:25]3[c:26]([cH:29][cH:30][cH:31][cH:32]3)[C:27]2=[O:28])[cH:4][cH:5]1. Reactants: O=C1N(C(CN1)=O)C1=CC=C(C2=CC=CC=C12)C#N (4-(2,5-Dioxoimidazolidin-1-yl)naphthalene-1-carbonitrile), OC=1C=C(C=O)C=CC1 (3-hydroxybenzaldehyde). Product: OC=1C=C(C=C2NC(N(C2=O)C2=CC=C(C3=CC=CC=C23)C#N)=O)C=CC1 (4-[4-(3-Hydroxybenzylidene)-2,5-dioxoimidazolidin-1-yl]naphthalene-1-carbonitrile), solid. The yield is 18.2%. Reaction SMILES: [O:1]=[C:2]1[NH:6][CH2:5][C:4](=[O:7])[N:3]1[C:8]1[C:17]2[C:12](=[CH:13][CH:14]=[CH:15][CH:16]=2)[C:11]([C:18]#[N:19])=[CH:10][CH:9]=1.[OH:20][C:21]1[CH:22]=[C:23]([CH:26]=[CH:27][CH:28]=1)[CH:24]=O>>[OH:20][C:21]1[CH:22]=[C:23]([CH:26]=[CH:27][CH:28]=1)[CH:24]=[C:5]1[C:4](=[O:7])[N:3]([C:8]2[C:17]3[C:12](=[CH:13][CH:14]=[CH:15][CH:16]=3)[C:11]([C:18]#[N:19])=[CH:10][CH:9]=2)[C:2](=[O:1])[NH:6]1. Reported procedure: The title compound was obtained as an off-white solid (38.5 mg, 18.2%) from compound 1C and 3-hydroxybenzaldehyde in the same manner as that used in the preparation of Example 1 by acidifying the aqueous washings and recrystallization of the crude product from MeOH. LC/MS m/z 356 [M+H]+. The product is NNC(=O)c1cccc(Oc2ccc([N+](=O)[O-])cc2)c1. Starting materials: CCOC(=O)c1cccc(Oc2ccc([N+](=O)[O-])cc2)c1, CCO, Cl, NN, O, O. Reaction SMILES: [CH2:1]([O:3][C:4](=[O:2])[c:5]1[cH:6][c:7]([O:11][c:12]2[cH:13][cH:14][c:15]([N+:18](=[O:19])[O-:20])[cH:16][cH:17]2)[cH:8][cH:9][cH:10]1)[CH3:21].[CH3:27][CH2:28][OH:29].[ClH:26].[NH2:23][NH2:24].[OH2:22].[OH2:25]>>[O:3]=[C:4]([c:5]1[cH:6][c:7]([O:11][c:12]2[cH:13][cH:14][c:15]([N+:18](=[O:19])[O-:20])[cH:16][cH:17]2)[cH:8][cH:9][cH:10]1)[NH:23][NH2:24]. Starting materials: [OH-].[NH4+] (ammonium hydroxide), O.Cl.Cl.NC=1C=C(C=CC1)C1=C2C=CC(NC2=CC=N1)=O (5-(3-aminophenyl)-1,6-naphthyridin-2(1H)-one dihydrochloride monohydrate), N(=O)[O-].[Na+] (sodium nitrite), S(O)(O)(=O)=O (sulfuric acid). The solvent is O (water). Run at time 2 hour. Yields the product OC=1C=C(C=CC1)C1=C2C=CC(NC2=CC=N1)=O (5-(3-hydroxyphenyl)-1,6-naphthyridin-2(1H)-one). RXN SMILES: O.Cl.Cl.N[C:5]1[CH:6]=[C:7]([C:11]2[N:20]=[CH:19][CH:18]=[C:17]3[C:12]=2[CH:13]=[CH:14][C:15](=[O:21])[NH:16]3)[CH:8]=[CH:9][CH:10]=1.S(=O)(=O)(O)[OH:23].N([O-])=O.[Na+].[OH-].[NH4+]>O>[OH:23][C:5]1[CH:6]=[C:7]([C:11]2[N:20]=[CH:19][CH:18]=[C:17]3[C:12]=2[CH:13]=[CH:14][C:15](=[O:21])[NH:16]3)[CH:8]=[CH:9][CH:10]=1 |f:0.1.2.3,5.6,7.8|. Reported procedure: To a stirred mixture containing 6.9 g of 5-(3-aminophenyl)-1,6-naphthyridin-2(1H)-one dihydrochloride monohydrate and 50 ml of water in an ice bath was slowly added 50 ml of concentrated sulfuric acid followed by 1.45 g of sodium nitrite. The reaction mixture was stirred in an ice bath for about 2 hours and then allowed to warm up to room temperature. It was next heated on a steam bath for about 2 hours and then allowed to stand at room temperature overnight. The reaction mixture was treated wit... The reactants are NC1=C(C=C(C=C1)C(F)(F)F)C#N (4-amino-3-cyano-benzotrifluoride), NC1=C(C=C(C=C1C#N)C(F)(F)F)Br (4-amino-3-bromo-5-cyano-trifluoromethylbenzene). Run in C(C)(=O)OCC (ethyl acetate), petroleum ether. Run at temperature 170 celsius. The product is C(#N)C1=C(N)C(=CC(=C1)C(F)(F)F)C#N (2,6-dicyano-4-trifluoromethyl aniline). RXN SMILES: [NH2:1][C:2]1[CH:7]=[CH:6][C:5]([C:8]([F:11])([F:10])[F:9])=[CH:4][C:3]=1[C:12]#[N:13].[NH2:14][C:15]1C(C#N)=CC(C(F)(F)F)=CC=1Br>C(OCC)(=O)C>[C:15]([C:7]1[CH:6]=[C:5]([C:8]([F:9])([F:10])[F:11])[CH:4]=[C:3]([C:12]#[N:13])[C:2]=1[NH2:1])#[N:14]. Reported procedure: A stirred suspension of copper (I) cyanide (3g) and 4-amino-3-bromo-5-cyano-trifluoromethylbenzene (from Preparation 4) (6g) in dry, distilled N-methyl pyrollidinone (50ml) was heated to 170° C. for 16 hours. After cooling to ambient temperature, the reaction mixture was poured into water and ammonium hydroxide, filtered, and the filtrate extracted with diethyl ether. The organic layer was dried over anhydrous magnesium sulphate and the solvent evaporated under reduced pressure, to give a yellow... Reactants: BrC1=CC(=CC(=C1)C(F)(F)F)C (1-bromo-3-methyl-5-(trifluoromethyl)benzene), P(=O)([O-])([O-])[O-].[K+].[K+].[K+] (potassium phosphate), C(=C)B1OC(C(O1)(C)C)(C)C (2-ethenyl-4,4,5,5-tetramethyl-1,3,2-dioxaborolane). Reagents/catalysts: C(C)(=O)[O-].[Pd+2].C(C)(=O)[O-] (palladium(II) acetate), C(C)(C)(C)P([C-]1C=CC=C1)C(C)(C)C.[C-]1(C=CC=C1)P(C(C)(C)C)C(C)(C)C.[Fe+2] (1,1′-bis(di-t-butylphosphino)ferrocene). The solvent is C1CCOC1 (THF). Conditions: temperature 80 celsius. Yields the product C(=C)C1=CC(=CC(=C1)C(F)(F)F)C (1-ethenyl-3-methyl-5-(trifluoromethyl)benzene). Isolated yield 64.1%. Reaction SMILES: Br[C:2]1[CH:7]=[C:6]([C:8]([F:11])([F:10])[F:9])[CH:5]=[C:4]([CH3:12])[CH:3]=1.P([O-])([O-])([O-])=O.[K+].[K+].[K+].[CH:21](B1OC(C)(C)C(C)(C)O1)=[CH2:22]>C([O-])(=O)C.[Pd+2].C([O-])(=O)C.C(P(C(C)(C)C)[C-]1C=CC=C1)(C)(C)C.[C-]1(P(C(C)(C)C)C(C)(C)C)C=CC=C1.[Fe+2].C1COCC1>[CH:21]([C:2]1[CH:7]=[C:6]([C:8]([F:11])([F:10])[F:9])[CH:5]=[C:4]([CH3:12])[CH:3]=1)=[CH2:22] |f:1.2.3.4,6.7.8,9.10.11|. Procedure details: To 1-bromo-3-methyl-5-(trifluoromethyl)benzene (500 mg, 2.51 mmol) was added THF (5 mL), aqueous tribasic potassium phosphate (2.0 M, 4.18 mL, 8.37 mmol), 2-ethenyl-4,4,5,5-tetramethyl-1,3,2-dioxaborolane (387 mg, 2.51 mmol), palladium(II) acetate (47 mg, 0.209 mmol), and 1,1′-bis(di-t-butylphosphino)ferrocene (99 mg, 0.209 mmol). The system was flushed with nitrogen gas and was heated at 80° C. for 1 hour. The reaction was filtered and then diluted with ethyl acetate and water. The organic laye... Reactants: ClCl (Chlorine), Cl.CC1=NC2=CC=CC=C2C=C1C(=O)O (2-methyl-3-quinolinecarboxylic acid hydrochloride), O (water), [OH-].[Na+] (sodium hydroxide), cupric hydroxide. Run at temperature 85 celsius. Product: N1=C(C(=CC2=CC=CC=C12)C(=O)O)C(=O)O (2,3-quinolinedicarboxylic acid). Reaction SMILES: Cl.[CH3:2][C:3]1[C:12]([C:13]([OH:15])=[O:14])=[CH:11][C:10]2[C:5](=[CH:6][CH:7]=[CH:8][CH:9]=2)[N:4]=1.[OH-:16].[Na+].ClCl.[OH2:20]>>[N:4]1[C:5]2[C:10](=[CH:9][CH:8]=[CH:7][CH:6]=2)[CH:11]=[C:12]([C:13]([OH:15])=[O:14])[C:3]=1[C:2]([OH:20])=[O:16] |f:0.1,2.3|. Procedure details: To a reactor is added 4.03 g (18.9 mmol) of 2-methyl-3-quinolinecarboxylic acid hydrochloride and 40 ml water. The pH is adjusted to pH 10 and 16.0 g cupric hydroxide is added. The solution is warmed to 85° C. for 60 minutes; then cooled and held at 55° C. A pH controller is set to maintain the pH above 10 by the incremental addition of aqueous 50% sodium hydroxide solution. Chlorine gas is introduced at approximately 1 g/hr to give a total of 20 g after 21 hours. The reaction mixture is filtere... Reactants: CC#CC(=O)c1cccc([N+](=O)[O-])c1, Cc1oc(-c2ccccc2)nc1CCOc1ccc(CC(N)C(=O)O)cc1. Yields the product CC(=CC(=O)c1cccc([N+](=O)[O-])c1)NC(Cc1ccc(OCCc2nc(-c3ccccc3)oc2C)cc1)C(=O)O. Reaction SMILES: [N+:28](=[O:29])([O-:30])[c:31]1[cH:32][c:33]([C:37]([C:38]#[C:39][CH3:40])=[O:41])[cH:34][cH:35][cH:36]1.[NH2:1][CH:2]([C:3](=[O:4])[OH:5])[CH2:6][c:7]1[cH:8][cH:9][c:10]([O:13][CH2:14][CH2:15][c:16]2[n:17][c:18](-[c:22]3[cH:23][cH:24][cH:25][cH:26][cH:27]3)[o:19][c:20]2[CH3:21])[cH:11][cH:12]1>>[NH:1]([CH:2]([C:3](=[O:4])[OH:5])[CH2:6][c:7]1[cH:8][cH:9][c:10]([O:13][CH2:14][CH2:15][c:16]2[n:17][c:18](-[c:22]3[cH:23][cH:24][cH:25][cH:26][cH:27]3)[o:19][c:20]2[CH3:21])[cH:11][cH:12]1)[C:39](=[CH:38][C:37]([c:33]1[cH:32][c:31]([N+:28](=[O:29])[O-:30])[cH:36][cH:35][cH:34]1)=[O:41])[CH3:40]. Reactants: COC(=O)CSc1ncccc1[N+](=O)[O-], CCO, [H][H], O=[Pt]. Yields the product COC(=O)CSc1ncccc1N. RXN SMILES: [CH3:1][O:2][C:3](=[O:4])[CH2:5][S:6][c:7]1[n:8][cH:9][cH:10][cH:11][c:12]1[N+:13]([O-:14])=[O:15].[CH3:20][CH2:21][OH:22].[H:16][H:17].[Pt:18]=[O:19]>>[CH3:1][O:2][C:3](=[O:4])[CH2:5][S:6][c:7]1[n:8][cH:9][cH:10][cH:11][c:12]1[NH2:13].